From a dataset of the Open Reaction Database (ORD), a public repository of structured organic reaction records. describe an organic reaction: reactants, conditions, products, and yield The reactants are Br, Br, Cc1cc(I)cnc1N, O=N[O-], [Na+], [Na+], [OH-]. The product is Cc1cc(I)cnc1Br. RXN SMILES: [Br:10].[BrH:15].[I:1][c:2]1[cH:3][c:4]([CH3:9])[c:5]([NH2:8])[n:6][cH:7]1.[N:11]([O-:12])=[O:13].[Na+:14].[Na+:17].[OH-:16]>>[I:1][c:2]1[cH:3][c:4]([CH3:9])[c:5]([Br:15])[n:6][cH:7]1. Starting materials: C(C)(C)(C)N1S(C(=C(C1=O)Cl)C1=CC=CC=C1)(=O)=O (2-tert-Butyl-4-chloro-5-phenylisothiazol-3(2H)-one 1,1-dioxide), NCCC1=CC=C(C=C1)S(=O)(=O)N (4-(2-aminoethyl)benzenesulfonamide), TEA. Run in CN(C)C=O (DMF). Run at temperature 130 celsius. The product is C(C)(C)(C)N1S(C(=C(C1=O)NCCC1=CC=C(C=C1)S(=O)(=O)N)C1=CC=CC=C1)(=O)=O (4-{2-[(2-tert-butyl-1,1-dioxido-3-oxo-5-phenyl-2,3-dihydroisothiazol-4-yl)amino]ethyl}benzenesulfonamide). Isolated yield 45.4%. RXN SMILES: [C:1]([N:5]1[C:9](=[O:10])[C:8](Cl)=[C:7]([C:12]2[CH:17]=[CH:16][CH:15]=[CH:14][CH:13]=2)[S:6]1(=[O:19])=[O:18])([CH3:4])([CH3:3])[CH3:2].[NH2:20][CH2:21][CH2:22][C:23]1[CH:28]=[CH:27][C:26]([S:29]([NH2:32])(=[O:31])=[O:30])=[CH:25][CH:24]=1>CN(C=O)C>[C:1]([N:5]1[C:9](=[O:10])[C:8]([NH:20][CH2:21][CH2:22][C:23]2[CH:24]=[CH:25][C:26]([S:29]([NH2:32])(=[O:30])=[O:31])=[CH:27][CH:28]=2)=[C:7]([C:12]2[CH:17]=[CH:16][CH:15]=[CH:14][CH:13]=2)[S:6]1(=[O:19])=[O:18])([CH3:4])([CH3:3])[CH3:2]. Procedure details: 2-tert-Butyl-4-chloro-5-phenylisothiazol-3(2H)-one 1,1-dioxide (0.175 g, 0.58 mmol), 4-(2-aminoethyl)benzenesulfonamide (0.139 g, 0.69 mmol) and TEA (0.23 g, 2.31 mmol) was dissolved in dry DMF (3 ml) and heated in a microwave reactor at 130° C. for 30 mins. The reaction mixture was purified by preparative HPLC to yield the title compound (0.122 g, 45%). 1H NMR (500 MHz, d8-THF): δ 7.70-7.65 (m, 2H), 7.58-7.52 (m, 2H), 7.51-7.45 (m, 3H), 6.90-6.84 (m, 2H), 6.53-6.47 (m, 1H), 6.38-6.34 (m, 1H), 3... The reactants are CC(NC(=O)C(C)(C)Oc1ccc(C(F)(F)F)cn1)C(Cc1ccc(O)cc1)c1cc(F)cc(C#N)c1, O=C([O-])[O-], CI, CN(C)C=O, [Cs+], [Cs+]. Product: COc1ccc(CC(c2cc(F)cc(C#N)c2)C(C)NC(=O)C(C)(C)Oc2ccc(C(F)(F)F)cn2)cc1. RXN SMILES: [C:1](#[N:2])[c:3]1[cH:4][c:5]([CH:10]([CH:11]([CH3:12])[NH:13][C:14]([C:15]([CH3:16])([CH3:17])[O:18][c:19]2[n:20][cH:21][c:22]([C:25]([F:26])([F:27])[F:28])[cH:23][cH:24]2)=[O:29])[CH2:30][c:31]2[cH:32][cH:33][c:34]([OH:37])[cH:35][cH:36]2)[cH:6][c:7]([F:9])[cH:8]1.[C:38](=[O:39])([O-:40])[O-:41].[CH3:44][I:45].[CH3:46][N:47]([CH3:48])[CH:49]=[O:50].[Cs+:42].[Cs+:43]>>[C:1](#[N:2])[c:3]1[cH:4][c:5]([CH:10]([CH:11]([CH3:12])[NH:13][C:14]([C:15]([CH3:16])([CH3:17])[O:18][c:19]2[n:20][cH:21][c:22]([C:25]([F:26])([F:27])[F:28])[cH:23][cH:24]2)=[O:29])[CH2:30][c:31]2[cH:32][cH:33][c:34]([O:37][CH3:38])[cH:35][cH:36]2)[cH:6][c:7]([F:9])[cH:8]1.